From a dataset of the Open Reaction Database (ORD), a public repository of structured organic reaction records. describe an organic reaction: reactants, conditions, products, and yield The reactants are [H-].[Na+] (sodium hydride), COC=1C=C(C=C(C1)OC)C1C(CCCC1)=O (2-(3,5-dimethoxyphenyl)cyclohexanone), O1CCCC1 (THF), O1CCCC1 (tetrahydrofuran), CC(C)(C(=O)[O-])P(=O)(O)OC (trimethylphosphonoacetate), O1CCCC1 (THF). Run in C(C)(=O)O (acetic acid), O (water). Reaction conditions: temperature 70 celsius. Product: COC=1C=C(C=C(C1)OC)C1C(CCCC1)=CC(=O)OC (2-(3,5-Dimethoxyphenyl)-1-(Methoxycarbonylmethylene)Cyclohexane). Reaction SMILES: [H-].[Na+].O1CCC[CH2:4]1.C[C:9](P(OC)(O)=O)([C:11]([O-:13])=[O:12])[CH3:10].[CH3:19][O:20][C:21]1[CH:22]=[C:23]([CH:29]2C[CH2:33][CH2:32][CH2:31][C:30]2=O)[CH:24]=[C:25]([O:27][CH3:28])[CH:26]=1>O.C(O)(=O)C>[CH3:28][O:27][C:25]1[CH:24]=[C:23]([CH:29]2[CH2:30][CH2:31][CH2:32][CH2:33][C:10]2=[CH:9][C:11]([O:13][CH3:4])=[O:12])[CH:22]=[C:21]([O:20][CH3:19])[CH:26]=1 |f:0.1|. Procedure: To a suspension of 3.9 g. (0.081 mole) 50% sodium hydride in 500 ml. anhydrous tetrahydrofuran (THF) was added dropwise at room temperature a solution of 16.2 g. (0.089 mole) trimethylphosphonoacetate in 50 ml. THF and the mixture stirred for 15 minutes. A solution of 17.4 g. (0.074 mole) 2-(3,5-dimethoxyphenyl)cyclohexanone in 100 ml. THF was added in portions after which the mixture was heated at 70° C. for three hours and cooled to 0° C. Glacial acetic acid, 5.4 g., was added and the resultin... Starting materials: O=S(=O)(O)Cl, O=C(O)c1c[nH]c(=O)c2cc(S(=O)(=O)O)ccc12. Product: O=C(O)c1c[nH]c(=O)c2cc(S(=O)(=O)Cl)ccc12. As a reaction SMILES: [Cl:19][S:20]([OH:21])(=[O:22])=[O:23].[O:1]=[c:2]1[nH:3][cH:4][c:5]([C:16](=[O:17])[OH:18])[c:6]2[cH:7][cH:8][c:9]([S:12](=[O:13])(=[O:14])[OH:15])[cH:10][c:11]12>>[O:1]=[c:2]1[nH:3][cH:4][c:5]([C:16](=[O:17])[OH:18])[c:6]2[cH:7][cH:8][c:9]([S:12](=[O:13])(=[O:14])[Cl:19])[cH:10][c:11]12. The reactants are CC(C)(C)OC(=O)N(Cc1ccc2c(c1)OCCO2)C1CCNCC1, CC(=O)O[BH-](OC(C)=O)OC(C)=O, O=C([O-])O, Cc1ccc2ccc(=O)n(CC=O)c2c1, CC(=O)O, ClC(Cl)Cl, ClCCl, [Na+], [Na+], O. Yields the product Cc1ccc2ccc(=O)n(CCN3CCC(N(Cc4ccc5c(c4)OCCO5)C(=O)OC(C)(C)C)CC3)c2c1. Reaction SMILES: [C:16]([CH3:17])([CH3:18])([CH3:19])[O:20][C:21]([N:22]([CH:23]1[CH2:24][CH2:25][NH:26][CH2:27][CH2:28]1)[CH2:29][c:30]1[cH:31][c:32]2[c:33]([cH:38][cH:39]1)[O:34][CH2:35][CH2:36][O:37]2)=[O:40].[C:41]([O:42][BH-:43]([O:44][C:45](=[O:46])[CH3:47])[O:48][C:49](=[O:50])[CH3:51])(=[O:52])[CH3:53].[C:55](=[O:56])([O-:57])[OH:58].[CH3:1][c:2]1[cH:3][cH:4][c:5]2[cH:6][cH:7][c:8](=[O:15])[n:9]([CH2:12][CH:13]=[O:14])[c:10]2[cH:11]1.[CH3:65][C:66](=[O:67])[OH:68].[CH:60]([Cl:61])([Cl:62])[Cl:63].[Cl:69][CH2:70][Cl:71].[Na+:54].[Na+:59].[OH2:64]>>[CH3:1][c:2]1[cH:3][cH:4][c:5]2[cH:6][cH:7][c:8](=[O:15])[n:9]([CH2:12][CH2:13][N:26]3[CH2:25][CH2:24][CH:23]([N:22]([C:21]([O:20][C:16]([CH3:17])([CH3:18])[CH3:19])=[O:40])[CH2:29][c:30]4[cH:31][c:32]5[c:33]([cH:38][cH:39]4)[O:34][CH2:35][CH2:36][O:37]5)[CH2:28][CH2:27]3)[c:10]2[cH:11]1.